Dataset: the Open Reaction Database (ORD), a public repository of structured organic reaction records. Task: describe an organic reaction: reactants, conditions, products, and yield Starting materials: C(C1=CC=CC=C1)OC(=O)NCC(=O)O (N-[(benzyloxy)carbonyl]glycine), CN(C=O)C (N,N-dimethylformamide), C(C(=O)Cl)(=O)Cl (oxalyl chloride). The solvent is O1CCCC1 (tetrahydrofuran). The product is C(C1=CC=CC=C1)OC(=O)NCC(=O)Cl (N-[(benzyloxy)carbonyl]glycyl chloride). RXN SMILES: [CH2:1]([O:8][C:9]([NH:11][CH2:12][C:13]([OH:15])=O)=[O:10])[C:2]1[CH:7]=[CH:6][CH:5]=[CH:4][CH:3]=1.CN(C)C=O.C(Cl)(=O)C([Cl:24])=O>O1CCCC1>[CH2:1]([O:8][C:9]([NH:11][CH2:12][C:13]([Cl:24])=[O:15])=[O:10])[C:2]1[CH:7]=[CH:6][CH:5]=[CH:4][CH:3]=1. Reported procedure: To a mixture of N-[(benzyloxy)carbonyl]glycine (0.78 g, 3.8 mmol), N,N-dimethylformamide (0.1 ml) and tetrahydrofuran (20 ml) was added dropwise oxalyl chloride (0.33 ml, 3.7 mmol) under ice-cooling. The mixture was stirred under ice-cooling for 1 hr. to give a crude product of N-[(benzyloxy)carbonyl]glycyl chloride. To a mixture of tert-butyl N-[3-{[(tert-butoxycarbonyl)amino]methyl}-2-isobutyl-4-(4-methylphenyl)quinolin-6-yl]glycinate (0.40 g, 0.75 mmol), pyridine (0.3 ml, 3.7 mmol) and tetrah... Reactants: [BH4-].[Na+] (sodium borohydride), BrC=1C=CC2=C(C(=C(O2)C(C(C)C)=O)C)C1 (1-(5-Bromo-3-methyl-1-benzofuran-2-yl)-2-methylpropan-1-one), BrC=1C=CC2=C(C(=C(O2)C(C(C)C)=O)C)C1 (1-(5-bromo-3-methyl-1-benzofuran-2-yl)-2-methylpropan-1-one). The solvent is CO (methanol), O1CCCC1 (tetrahydrofuran). Run at time 1 hour. Product: BrC=1C=CC2=C(C(=C(O2)C(C(C)C)O)C)C1 (1-(5-bromo-3-methyl-1-benzofuran-2-yl)-2-methylpropan-1-ol). Isolated yield 97.7%. Reaction SMILES: [Br:1][C:2]1[CH:3]=[CH:4][C:5]2[O:9][C:8]([C:10](=[O:14])[CH:11]([CH3:13])[CH3:12])=[C:7]([CH3:15])[C:6]=2[CH:16]=1.[BH4-].[Na+]>O1CCCC1.CO>[Br:1][C:2]1[CH:3]=[CH:4][C:5]2[O:9][C:8]([CH:10]([OH:14])[CH:11]([CH3:12])[CH3:13])=[C:7]([CH3:15])[C:6]=2[CH:16]=1 |f:1.2|. Procedure details: 1-(5-Bromo-3-methyl-1-benzofuran-2-yl)-2-methylpropan-1-one (6.2 g) synthesized in the above-mentioned (1) was dissolved in tetrahydrofuran (100 mL) and methanol (10 mL), and sodium borohydride (90%, 1.8 g) was added to the solution under ice-cooling. The ice bath was removed, and the reaction mixture was stirred at room temperature for 1 hr then ice-cooled again, and water (10 mL) and 1N hydrochloric acid (50 mL) were carefully added to the mixture, and the mixture was extracted with ethyl acet... Reactants: BrN1C(CCC1=O)=O (N-bromosuccinimide), BrN1C(CCC1=O)=O (N-bromosuccinimide), ClC=1C=C(C=CC1S(=O)(=O)C)[C@H](C(=O)O)CC1CCC(CC1)=O (2(R)-(3-chloro-4-methanesulfonyl-phenyl)-3-(4-oxo-cyclohexyl)-propionic acid), C1(=CC=CC=C1)P(C1=CC=CC=C1)C1=CC=CC=C1 (triphenylphosphine), NC1=NC=C(C=C1)Cl (2-amino-5-chloropyridine), N1=C(C=CC=C1C)C (2,6-lutidine). Solvent: C(Cl)Cl (methylene chloride), C(Cl)Cl (methylene chloride). Run at temperature 25 celsius, time 4 hour. Product: hexanes ethyl acetate, ClC=1C=C(C=CC1S(=O)(=O)C)[C@H](C(=O)NC1=NC=C(C=C1)Cl)CC1CCC(CC1)=O (2(R)-(3-chloro-4-methanesulfonyl-phenyl)-N-(5-chloro-pyridin-2-yl)-3-(4-oxo-cyclohexyl)-propionamide). The yield is 67.2%. As a reaction SMILES: [Cl:1][C:2]1[CH:3]=[C:4]([C@@H:12]([CH2:16][CH:17]2[CH2:22][CH2:21][C:20](=[O:23])[CH2:19][CH2:18]2)[C:13](O)=[O:14])[CH:5]=[CH:6][C:7]=1[S:8]([CH3:11])(=[O:10])=[O:9].C1(P(C2C=CC=CC=2)C2C=CC=CC=2)C=CC=CC=1.BrN1C(=O)CCC1=O.[NH2:51][C:52]1[CH:57]=[CH:56][C:55]([Cl:58])=[CH:54][N:53]=1.N1C(C)=CC=CC=1C>C(Cl)Cl>[Cl:1][C:2]1[CH:3]=[C:4]([C@@H:12]([CH2:16][CH:17]2[CH2:18][CH2:19][C:20](=[O:23])[CH2:21][CH2:22]2)[C:13]([NH:51][C:52]2[CH:57]=[CH:56][C:55]([Cl:58])=[CH:54][N:53]=2)=[O:14])[CH:5]=[CH:6][C:7]=1[S:8]([CH3:11])(=[O:9])=[O:10]. Procedure: A solution of 2(R)-(3-chloro-4-methanesulfonyl-phenyl)-3-(4-oxo-cyclohexyl)-propionic acid (prepared as in Example 60, 300 mg, 0.84 mmol) and triphenylphosphine (288 mg, 1.09 mmol) in methylene chloride (6.0 mL) cooled to 0° C. was treated with N-bromosuccinimide (192 mg, 1.09 mmol) in small portions. After the complete addition of N-bromosuccinimide, the reaction mixture was allowed to warm to 25° C. over 30 min. The bright orange reaction mixture was then treated with 2-amino-5-chloropyridine ... Starting materials: ClC1=C(C=C(C(=C1)CNC[C@@H](C1=C2C=CC(NC2=C(C=C1)O)=O)O)OC)NC(=O)CCN1CCC(CC1)OC(NC1=C(C=CC=C1)C1=CC=CC=C1)=O (Biphenyl-2-ylcarbamic acid 1-[2-(2-chloro-4-{[(R)-2-hydroxy-2-(8-hydroxy-2-oxo-1,2-dihydroquinolin-5-yl)ethylamino]methyl}-5-methoxyphenylcarbamoyl)-ethyl]piperidin-4-yl ester), C(CCC(=O)O)(=O)O (succinic acid), O (water). Solvent: C(C)O (Ethanol), C(C)O (ethanol). Conditions: temperature 70 celsius, time 30 minute. Product: C(CCC(=O)O)(=O)O.ClC1=C(C=C(C(=C1)CNC[C@@H](C1=C2C=CC(NC2=C(C=C1)O)=O)O)OC)NC(=O)CCN1CCC(CC1)OC(NC1=C(C=CC=C1)C1=CC=CC=C1)=O (Biphenyl-2-ylcarbamic Acid 1-[2-(2-Chloro-4-{[(R)-2-hydroxy-2-(8-hydroxy-2-oxo-1,2-dihydroquinolin-5-yl)ethylamino]methyl}-5-methoxyphenylcarbamoyl)-ethyl]piperidin-4-yl Ester Succinic Acid Salt). Isolated yield 41.8%. RXN SMILES: [Cl:1][C:2]1[CH:7]=[C:6]([CH2:8][NH:9][CH2:10][C@H:11]([OH:24])[C:12]2[CH:21]=[CH:20][C:19]([OH:22])=[C:18]3[C:13]=2[CH:14]=[CH:15][C:16](=[O:23])[NH:17]3)[C:5]([O:25][CH3:26])=[CH:4][C:3]=1[NH:27][C:28]([CH2:30][CH2:31][N:32]1[CH2:37][CH2:36][CH:35]([O:38][C:39](=[O:53])[NH:40][C:41]2[CH:46]=[CH:45][CH:44]=[CH:43][C:42]=2[C:47]2[CH:52]=[CH:51][CH:50]=[CH:49][CH:48]=2)[CH2:34][CH2:33]1)=[O:29].[C:54]([OH:61])(=[O:60])[CH2:55][CH2:56][C:57]([OH:59])=[O:58].O>C(O)C>[C:54]([OH:61])(=[O:60])[CH2:55][CH2:56][C:57]([OH:59])=[O:58].[Cl:1][C:2]1[CH:7]=[C:6]([CH2:8][NH:9][CH2:10][C@H:11]([OH:24])[C:12]2[CH:21]=[CH:20][C:19]([OH:22])=[C:18]3[C:13]=2[CH:14]=[CH:15][C:16](=[O:23])[NH:17]3)[C:5]([O:25][CH3:26])=[CH:4][C:3]=1[NH:27][C:28]([CH2:30][CH2:31][N:32]1[CH2:37][CH2:36][CH:35]([O:38][C:39](=[O:53])[NH:40][C:41]2[CH:46]=[CH:45][CH:44]=[CH:43][C:42]=2[C:47]2[CH:48]=[CH:49][CH:50]=[CH:51][CH:52]=2)[CH2:34][CH2:33]1)=[O:29] |f:4.5|. Reported procedure: Ethanol (14 ml) was added to Biphenyl-2-ylcarbamic acid 1-[2-(2-chloro-4-{[(R)-2-hydroxy-2-(8-hydroxy-2-oxo-1,2-dihydroquinolin-5-yl)ethylamino]methyl}-5-methoxyphenylcarbamoyl)-ethyl]piperidin-4-yl ester (1.5 g) and heated at ˜70° C. for 1 h. The temperature was then lowered to 50° C. and succinic acid (251.25 mg, 1.05 equiv) in ethanol (2 ml) was added portionwise over approximately 4 hours. After all the acid was added, water (2.25 ml) was added, followed by a further 30 min at 50° C. The rea... Reactants: [Li]C(C)(C)C, CCCCC, CCOCC, O=Cc1ccc(Cl)c(Cl)c1, ICC1CCCC1. Product: O=C(CC1CCCC1)c1ccc(Cl)c(Cl)c1. As a reaction SMILES: [C:13]([Li:14])([CH3:15])([CH3:16])[CH3:17].[CH3:1][CH2:2][CH2:3][CH2:4][CH3:5].[CH3:28][CH2:29][O:30][CH2:31][CH3:32].[Cl:18][c:19]1[cH:20][c:21]([CH:22]=[O:23])[cH:24][cH:25][c:26]1[Cl:27].[I:6][CH2:7][CH:8]1[CH2:9][CH2:10][CH2:11][CH2:12]1>>[CH2:7]([CH:8]1[CH2:9][CH2:10][CH2:11][CH2:12]1)[C:22]([c:21]1[cH:20][c:19]([Cl:18])[c:26]([Cl:27])[cH:25][cH:24]1)=[O:23]. Reactants: C(C=C)OC(CC)(O)O (Allyloxypropanediol), N1=CC=CC=C1 (pyridine), CN(C)C1=NC=CC=C1 (dimethlaminopyridine), C(C(=C)C)(=O)OC(C(=C)C)=O (Methacrylic anhydride), diol. The solvent is C(Cl)(Cl)Cl (chloroform). Conditions: temperature 50 celsius. The product is C(C(=C)C)(=O)OC(CC)(OC(C(=C)C)=O)OCC=C (Allyloxypropanediol Dimethacrylate). Reaction SMILES: C([O:4][C:5](O)([OH:8])CC)C=C.N1[CH:15]=[CH:14][CH:13]=CC=1.CN([C:19]1[CH:24]=[CH:23]C=CN=1)C.[C:25]([O:30][C:31](=[O:35])[C:32]([CH3:34])=[CH2:33])(=[O:29])[C:26]([CH3:28])=C>C(Cl)(Cl)Cl>[C:31]([O:30][C:25]([O:29][CH2:15][CH:14]=[CH2:13])([O:8][C:5](=[O:4])[C:24]([CH3:23])=[CH2:19])[CH2:26][CH3:28])(=[O:35])[C:32]([CH3:34])=[CH2:33]. Procedure: Allyloxypropanediol (0.5 equivalents) was stirred in chloroform with pyridine (1 equivalent) and dimethlaminopyridine (0.05 equivalent) and warmed to 50° C. Methacrylic anhydride was added dropwise and stirring was continued until starting diol was no longer detected by gas chromatography. The reaction mixture was then washed with dilute hydrochloric acid, sodium bicarbonate and water. Concentration on a rotary evaporator gave the crude product. Starting materials: solution, Cl (hydrochloric acid), ClC1=CC=C(C=C1)C=1N=C2N(C=C(C=C2)C=2C=C(C=CC2)CO)C1 ({3-[2-(4-chlorophenyl)imidazo[1,2-a]pyridin-6-yl]phenyl}methanol). The solvent is CC(C)O (2-propanol), ClCCl (dichloromethane). Product: Cl.ClC1=CC=C(C=C1)C=1N=C2N(C=C(C=C2)C=2C=C(C=CC2)CO)C1 ({3-[2-(4-chlorophenyl)imidazo[1,2-a]pyridin-6-yl]phenyl}methanol hydrochloride). Isolated yield 169.7%. Reaction SMILES: [Cl:1][C:2]1[CH:7]=[CH:6][C:5]([C:8]2[N:9]=[C:10]3[CH:15]=[CH:14][C:13]([C:16]4[CH:17]=[C:18]([CH2:22][OH:23])[CH:19]=[CH:20][CH:21]=4)=[CH:12][N:11]3[CH:24]=2)=[CH:4][CH:3]=1.Cl>ClCCl.CC(O)C>[ClH:1].[Cl:1][C:2]1[CH:3]=[CH:4][C:5]([C:8]2[N:9]=[C:10]3[CH:15]=[CH:14][C:13]([C:16]4[CH:17]=[C:18]([CH2:22][OH:23])[CH:19]=[CH:20][CH:21]=4)=[CH:12][N:11]3[CH:24]=2)=[CH:6][CH:7]=1 |f:4.5|. Procedure: 2.37 g of {3-[2-(4-chlorophenyl)imidazo[1,2-a]pyridin-6-yl]phenyl}methanol are suspended in 80 ml of dichloromethane; 4.26 ml of a 5N solution of hydrochloric acid in 2-propanol are added thereto, dropwise and with stirring, and the mixture is stirred at ambient temperature for 2 hours. The reaction mixture is then concentrated under reduced pressure. The residue solid is taken up with diisopropyl ether and the precipitate is recovered by filtration, washed with dichloromethane and then ethyl ac... The reactants are NC=1C=C(C=CC1)C1=CC(=CC(=C1OC)C=O)S(=O)(=O)N (3′-amino-5-formyl-6-methoxy-biphenyl-3-sulfonamide), C1(=CC=CC=C1)CCCC(=O)Cl (4-phenylbutyryl chloride). Yields the product NC=1C=C(C=CC1)C1=CC(=CC(=C1OC)C=O)S(=O)(=O)NC(CCCC1=CC=CC=C1)=O (3′-amino-5-formyl-6-methoxy-N-(4-phenylbutyryl)-biphenyl-3-sulfonamide). As a reaction SMILES: [NH2:1][C:2]1[CH:3]=[C:4]([C:8]2[C:13]([O:14][CH3:15])=[C:12]([CH:16]=[O:17])[CH:11]=[C:10]([S:18]([NH2:21])(=[O:20])=[O:19])[CH:9]=2)[CH:5]=[CH:6][CH:7]=1.[C:22]1([CH2:28][CH2:29][CH2:30][C:31](Cl)=[O:32])[CH:27]=[CH:26][CH:25]=[CH:24][CH:23]=1>>[NH2:1][C:2]1[CH:3]=[C:4]([C:8]2[C:13]([O:14][CH3:15])=[C:12]([CH:16]=[O:17])[CH:11]=[C:10]([S:18]([NH:21][C:31](=[O:32])[CH2:30][CH2:29][CH2:28][C:22]3[CH:27]=[CH:26][CH:25]=[CH:24][CH:23]=3)(=[O:19])=[O:20])[CH:9]=2)[CH:5]=[CH:6][CH:7]=1. Reported procedure: Proceeding as in Reference 21, but substituting 3′-amino-5-formyl-6-methoxy-biphenyl-3-sulfonamide and 4-phenylbutyryl chloride, gave 3′-amino-5-formyl-6-methoxy-N-(4-phenylbutyryl)-biphenyl-3-sulfonamide. Starting materials: O=C([C@H](O)[C@@H](O)[C@H](O)[C@H](O)CO)O (gluconic acid), C(=O)(OC(C)(C)C)NN (monoBOC-hydrazine), C(=O)(OC(C)(C)C)NN (monoBOC-hydrazine). Run in CO (MeOH). Yields the product O=C([C@H](O)[C@@H](O)[C@H](O)[C@H](O)CO)NN (Gluconic Acid Hydrazide). As a reaction SMILES: [O:1]=[C:2](O)[C@@H:3]([C@H:5]([C@@H:7]([C@@H:9]([CH2:11][OH:12])[OH:10])[OH:8])[OH:6])[OH:4].C([NH:21][NH2:22])(OC(C)(C)C)=O>CO>[O:1]=[C:2]([NH:21][NH2:22])[C@@H:3]([C@H:5]([C@@H:7]([C@@H:9]([CH2:11][OH:12])[OH:10])[OH:8])[OH:6])[OH:4]. Reported procedure: Five grams of gluconic acid were suspended in 15 ml of warm MeOH. After the complete dissolution 4 grams of monoBOC-hydrazine were added to the reaction vessel. The solution was refluxed for 36 h. After the addition of monoBOC-hydrazine the suspension disappeared. At the end, the reaction showed a white precipitate which contained most of the product. The solvent was removed under vacuum and the solid product was extracted in a mixture of NaOH sol. 0.1 N/chloroform. The organic phase was removed...